From a dataset of the Open Reaction Database (ORD), a public repository of structured organic reaction records. describe an organic reaction: reactants, conditions, products, and yield Reactants: COC(=O)c1sccc1NS(=O)(=O)c1ccccc1, CC#N, [Na+], [OH-]. Yields the product O=C(O)c1sccc1NS(=O)(=O)c1ccccc1. As a reaction SMILES: [CH3:1][O:2][C:3](=[O:4])[c:5]1[s:6][cH:7][cH:8][c:9]1[NH:10][S:11](=[O:12])(=[O:13])[c:14]1[cH:15][cH:16][cH:17][cH:18][cH:19]1.[CH3:22][C:23]#[N:24].[Na+:21].[OH-:20]>>[O:2]=[C:3]([OH:4])[c:5]1[s:6][cH:7][cH:8][c:9]1[NH:10][S:11](=[O:12])(=[O:13])[c:14]1[cH:15][cH:16][cH:17][cH:18][cH:19]1. The reactants are C(C1=CC=CC=C1)OC1=C(C=C2C=C(NC2=C1)C(=O)O)F (6-Benzyloxy-5-fluoro-1H-indole-2-carboxylic acid). Reagents/catalysts: [Cu] (copper). Run in CN1C(CCC1)=O (1-methylpyrrolidin-2-one). The product is C(C1=CC=CC=C1)OC1=C(C=C2C=CNC2=C1)F (6-Benzyloxy-5-fluoro-1H-indole). The yield is 59.9%. Reaction SMILES: [CH2:1]([O:8][C:9]1[CH:17]=[C:16]2[C:12]([CH:13]=[C:14](C(O)=O)[NH:15]2)=[CH:11][C:10]=1[F:21])[C:2]1[CH:7]=[CH:6][CH:5]=[CH:4][CH:3]=1>CN1CCCC1=O.[Cu]>[CH2:1]([O:8][C:9]1[CH:17]=[C:16]2[C:12]([CH:13]=[CH:14][NH:15]2)=[CH:11][C:10]=1[F:21])[C:2]1[CH:3]=[CH:4][CH:5]=[CH:6][CH:7]=1. Procedure: A mixture of compound 4-2 (2.58 g, 9.07 mmol) and copper (2.97 g, 45.1 mmol) in 80 mL of 1-methylpyrrolidin-2-one was heated at reflux overnight under nitrogen. After cooling to room temperature, the mixture was filtered through Celite and washed with EtOAc. The filtrate was partitioned between water and EtOAc (2×150 mL). The combined organic phase was washed with water and brine, and then dried over anhydrous Na2SO4. The black residue was purified by column chromatography (hexanes/EtOAc 2% to 1... The reactants are [O-]S(=O)(=O)[O-].[Na+].[Na+] (Na2SO4), C(C)OC(NC1=C(C(=CC(=C1)Br)C)N)=O (ethyl(2-amino-5-bromo-3-methylphenyl)carbamate), [H-].[Al+3].[Li+].[H-].[H-].[H-] (lithium aluminum hydride). Solvent: C1CCOC1 (THF), C1CCOC1 (THF), C1CCOC1 (THF). Run at time 30 minute. Product: BrC1=CC(=C(C(=C1)NC)N)C (5-Bromo-N1,3-dimethylbenzene-1,2-diamine). Isolated yield 69.8%. Reaction SMILES: [H-].[Al+3].[Li+].[H-].[H-].[H-].C(O[C:10](=O)[NH:11][C:12]1[CH:17]=[C:16]([Br:18])[CH:15]=[C:14]([CH3:19])[C:13]=1[NH2:20])C.[O-]S([O-])(=O)=O.[Na+].[Na+]>C1COCC1>[Br:18][C:16]1[CH:17]=[C:12]([NH:11][CH3:10])[C:13]([NH2:20])=[C:14]([CH3:19])[CH:15]=1 |f:0.1.2.3.4.5,7.8.9|. Procedure details: To a stirred suspension of lithium aluminum hydride (400 mg) in THF (25 ml) was added a solution of ethyl(2-amino-5-bromo-3-methylphenyl)carbamate (1 g) in THF (10 ml) at 0° C. The mixture was then warmed to room temperature, followed by heating at reflux for 1 h. The reaction mixture was cooled to 0° C., diluted with THF (45 ml) and a saturated Na2SO4 solution was added dropwise thereto. The mixture was further stirred for 30 min and solids were filtered over Celite. The filtrate was concentrat... Reactants: C(C)(C)(C)Br (tert.-butylbromide), O1CCCC1 (tetrahydrofuran), C([O-])(O)=O.[Na+] (sodium bicarbonate), C(#N)C=1C=C(OCC(CN)O)C=CC1 (1-(3-cyanophenoxy)-2-hydroxy-3-amino propane). Run in CN(C=O)C (dimethylformamide). Yields the product C(#N)C=1C=C(OCC(CNC(C)(C)C)O)C=CC1 (1-(3-cyanophenoxy)-2-hydroxy-3-tert.-butylamino propane). As a reaction SMILES: [C:1]([C:3]1[CH:4]=[C:5]([CH:12]=[CH:13][CH:14]=1)[O:6][CH2:7][CH:8]([OH:11])[CH2:9][NH2:10])#[N:2].O1CCCC1.C(=O)(O)[O-].[Na+].[C:25](Br)([CH3:28])([CH3:27])[CH3:26]>CN(C)C=O>[C:1]([C:3]1[CH:4]=[C:5]([CH:12]=[CH:13][CH:14]=1)[O:6][CH2:7][CH:8]([OH:11])[CH2:9][NH:10][C:25]([CH3:28])([CH3:27])[CH3:26])#[N:2] |f:2.3|. Procedure details: 9.6 gm (0.05 mol) of 1-(3-cyanophenoxy)-2-hydroxy-3-amino propane were dissolved in 40 ml of dimethylformamide and 100 ml of tetrahydrofuran and 4.2 gm (0.05 mol) of pulverized sodium bicarbonate were added thereto. Then, 6.9 gm (0.05 mol) of tert.-butylbromide were added and the mixture was refluxed for 24 hours. After the mixture had been cooled, the inorganic solid was filtered off and the solvent mixture was distilled off in vacuo. The residue was dissolved by heating in ethyl acetate and th... Starting materials: Cl (hydrochloric acid), CC1=C(N=C(O1)C1=CC=CC=C1)CCOC1=CC=C(C=N1)CN1N=C(C(=C1)CC(=O)OCC)C1=CC=CC=C1 (ethyl [1-[6-[2-(5-methyl-2-phenyl-4-oxazolyl)ethoxy]-3-pyridylmethyl]-3-phenyl-1H-pyrazol-4-yl]acetate), [OH-].[Na+] (sodium hydroxide), O1CCCC1 (tetrahydrofuran). Solvent: C(C)O (ethanol). Conditions: time 2 hour. Product: CC1=C(N=C(O1)C1=CC=CC=C1)CCOC1=CC=C(C=N1)CN1N=C(C(=C1)CC(=O)O)C1=CC=CC=C1 ([1-[6-[2-(5-methyl-2-phenyl-4-oxazolyl)ethoxy]-3-pyridylmethyl]-3-phenyl-1H-pyrazol-4-yl]acetic acid). Isolated yield 85.6%. As a reaction SMILES: [CH3:1][C:2]1[O:6][C:5]([C:7]2[CH:12]=[CH:11][CH:10]=[CH:9][CH:8]=2)=[N:4][C:3]=1[CH2:13][CH2:14][O:15][C:16]1[N:21]=[CH:20][C:19]([CH2:22][N:23]2[CH:27]=[C:26]([CH2:28][C:29]([O:31]CC)=[O:30])[C:25]([C:34]3[CH:39]=[CH:38][CH:37]=[CH:36][CH:35]=3)=[N:24]2)=[CH:18][CH:17]=1.[OH-].[Na+].O1CCCC1.Cl>C(O)C>[CH3:1][C:2]1[O:6][C:5]([C:7]2[CH:12]=[CH:11][CH:10]=[CH:9][CH:8]=2)=[N:4][C:3]=1[CH2:13][CH2:14][O:15][C:16]1[N:21]=[CH:20][C:19]([CH2:22][N:23]2[CH:27]=[C:26]([CH2:28][C:29]([OH:31])=[O:30])[C:25]([C:34]3[CH:35]=[CH:36][CH:37]=[CH:38][CH:39]=3)=[N:24]2)=[CH:18][CH:17]=1 |f:1.2|. Procedure: After a mixture of ethyl [1-[6-[2-(5-methyl-2-phenyl-4-oxazolyl)ethoxy]-3-pyridylmethyl]-3-phenyl-1H-pyrazol-4-yl]acetate (575 mg), 1N sodium hydroxide solution (3 ml), tetrahydrofuran (6 ml), and ethanol (6 ml) was stirred at room temperature for 2 hours, 1N hydrochloric acid (3 ml) was added to the mixture, and the mixture was extracted with ethyl acetate. The ethyl acetate layer was washed with saturated aqueous sodium chloride solution, dried (MgSO4), and concentrated. The resulting colorles... Reactants: solid 316, OC\C=C(/CCC=C(C)C)\C (nerol), O=O (O2), stainless steel, CC(C)=CCC\C(\C)=C\CO (geraniol). The solvent is O (water). Product: CC(C)=CCCC(C)=CC=O (citral). Reaction SMILES: [CH3:1][C:2](=[CH:4][CH2:5][CH2:6]/[C:7](=[CH:9]/[CH2:10][OH:11])/[CH3:8])[CH3:3].OC/C=C(/C)\CCC=C(C)C.O=O>O>[CH3:3][C:2](=[CH:4][CH2:5][CH2:6][C:7](=[CH:9][CH:10]=[O:11])[CH3:8])[CH3:1]. Reported procedure: A 400 g portion of the catalyst precursor prepared in Example I was placed in about 57 cm. of a 79 cm. long (1.3 cm. diameter) reactor tube made from solid 316 type stainless steel. The catalyst precursor was reduced by passing a gaseous stream of geraniol and nerol (65% geraniol/35% nerol; 489 mg/min, 3.17 mmol/min), O2 (63 ml/min, 2.8 mmol/min), and steam (6.1 ml/min water) through the reactor tube at 375° C. (external sand bath temperature) to produce citral. This reaction was also performed ... Reactants: N#Cc1ccc(Nn2cnnc2)cc1, O=C(Oc1cc(CBr)ccc1Cl)c1ccccc1, N#Cc1ccc(N(Cc2cccc(OCc3ccccc3)c2)n2cnnc2)cc1, CCOC(C)=O, [H-], [Na+], CN(C)C=O. Yields the product N#Cc1ccc(N(Cc2ccc(Cl)c(OC(=O)c3ccccc3)c2)n2cnnc2)cc1. RXN SMILES: [C:32](#[N:33])[c:34]1[cH:35][cH:36][c:37]([NH:40][n:41]2[cH:42][n:43][n:44][cH:45]2)[cH:38][cH:39]1.[C:46]([c:47]1[cH:48][cH:49][cH:50][cH:51][cH:52]1)(=[O:53])[O:54][c:55]1[cH:56][c:57]([CH2:58][Br:59])[cH:60][cH:61][c:62]1[Cl:63].[CH2:1]([O:2][c:3]1[cH:4][c:5]([CH2:9][N:10]([c:11]2[cH:12][cH:13][c:14]([C:15]#[N:16])[cH:17][cH:18]2)[n:19]2[cH:20][n:21][n:22][cH:23]2)[cH:6][cH:7][cH:8]1)[c:24]1[cH:25][cH:26][cH:27][cH:28][cH:29]1.[CH3:69][CH2:70][O:71][C:72]([CH3:73])=[O:74].[H-:31].[Na+:30].[O:64]=[CH:65][N:66]([CH3:67])[CH3:68]>>[C:32](#[N:33])[c:34]1[cH:35][cH:36][c:37]([N:40]([n:41]2[cH:42][n:43][n:44][cH:45]2)[CH2:58][c:57]2[cH:56][c:55]([O:54][C:46]([c:47]3[cH:48][cH:49][cH:50][cH:51][cH:52]3)=[O:53])[c:62]([Cl:63])[cH:61][cH:60]2)[cH:38][cH:39]1.